From a dataset of the Open Reaction Database (ORD), a public repository of structured organic reaction records. describe an organic reaction: reactants, conditions, products, and yield Reactants: CC(C)(C)[Si](OCC1=C(C(=CC=C1)OCOC)C(CC)O)(C)C (1-(2-({[(1,1-dimethylethyl)(dimethyl)silyl]oxy}methyl)-6-{[(methyloxy)methyl]oxy}phenyl)-1-propanol), CC(C)(C)[Si](OCC1=C(C(=CC=C1)OCOC)C(CC)O)(C)C (1-(2-({[(1,1-dimethylethyl)(dimethyl)silyl]oxy}methyl)-6-{[(methyloxy)methyl]oxy}phenyl)-1-propanol), CCCC[N+](CCCC)(CCCC)CCCC.[F-] (TBAF). Solvent: O1CCCC1 (Tetrahydrofuran), C1CCOC1 (THF). Product: OCC1=C(C(=CC=C1)OCOC)C(CC)O (1-(2-(hydroxymethyl)-6-{[(methyloxy)methyl]oxy}phenyl)-1-propanol). RXN SMILES: CCCC[N+](CCCC)(CCCC)CCCC.[F-].CC([Si](C)(C)[O:24][CH2:25][C:26]1[CH:31]=[CH:30][CH:29]=[C:28]([O:32][CH2:33][O:34][CH3:35])[C:27]=1[CH:36]([OH:39])[CH2:37][CH3:38])(C)C>O1CCCC1>[OH:24][CH2:25][C:26]1[CH:31]=[CH:30][CH:29]=[C:28]([O:32][CH2:33][O:34][CH3:35])[C:27]=1[CH:36]([OH:39])[CH2:37][CH3:38] |f:0.1|. Reported procedure: In a 50 ml round-bottomed flask 1-(2-({[(1,1-dimethylethyl)(dimethyl)silyl]oxy}methyl)-6-{[(methyloxy)methyl]oxy}phenyl)-1-propanol (Intermediate 104, 132.1 mg) was dissolved in Tetrahydrofuran (2 ml) to give a pale yellow solution. 1M/THF sol of TBAF (0.388 ml, 0.388 mmol) was added. The reaction mixture was stirred at room temperature. After over night stirring, the reaction was completed. The reaction mixture was evaporated under vacuum to give the crude product as a pale yellow oil which was... The reactants are ClC=1C=C(C=CC1N1CCOCC1)NC(CC(C)=O)=O (N-(3-chloro-4-morpholinophenyl)-3-oxobutanamide), FC=1C=C(OCC(=O)N)C=CC1 (2-(3-fluorophenoxy)acetamide), C1(=CC=CC=C1)C (toluene), [NH4+].[Cl-] (NH4Cl). The reagents and catalysts are C(C)(C)[O-].C(C)(C)[O-].C(C)(C)[O-].C(C)(C)[O-].[Ti+4] (titanium tetraisopropanolate). Solvent: C=1(C(=CC=CC1)C)C (xylene). Run at temperature 165 celsius, time 24 hour. The product is ClC=1C=C(C=CC1N1CCOCC1)N1C(=NC(=CC1=O)C)COC1=CC(=CC=C1)F (3-(3-chloro-4-morpholinophenyl)-2-((3-fluorophenoxy)methyl)-6-methylpyrimidin-4(3H)-one). The yield is 22.5%. As a reaction SMILES: [Cl:1][C:2]1[CH:3]=[C:4]([NH:14][C:15](=[O:20])[CH2:16][C:17](=O)[CH3:18])[CH:5]=[CH:6][C:7]=1[N:8]1[CH2:13][CH2:12][O:11][CH2:10][CH2:9]1.[F:21][C:22]1[CH:23]=[C:24]([CH:30]=[CH:31][CH:32]=1)[O:25][CH2:26][C:27]([NH2:29])=O.C1(C)C=CC=CC=1.[NH4+].[Cl-]>C1(C)C(C)=CC=CC=1.C([O-])(C)C.C([O-])(C)C.C([O-])(C)C.C([O-])(C)C.[Ti+4]>[Cl:1][C:2]1[CH:3]=[C:4]([N:14]2[C:15](=[O:20])[CH:16]=[C:17]([CH3:18])[N:29]=[C:27]2[CH2:26][O:25][C:24]2[CH:30]=[CH:31][CH:32]=[C:22]([F:21])[CH:23]=2)[CH:5]=[CH:6][C:7]=1[N:8]1[CH2:13][CH2:12][O:11][CH2:10][CH2:9]1 |f:3.4,6.7.8.9.10|. Procedure details: A mixture of N-(3-chloro-4-morpholinophenyl)-3-oxobutanamide (0.89 g, 3.00 mmol), 2-(3-fluorophenoxy)acetamide (1.01 g, 5.97 mmol) and titanium tetraisopropanolate (7.2 mL) in xylene (20 mL) was stirred at 165° C. for 24 h. The mixture was cooled to rt and 45 mL of toluene and 60 mL of saturated NH4Cl aqueous solution were added. The resulting mixture stirred at rt overnight and filtered and the filtrate was extracted with DCM (60 mL×3). The combined organic layers were washed with brine, dried ... Starting materials: ClC1=C2N=CN(C2=NC(=N1)C)C1OCCCC1 (6-Chloro-2-methyl-9-(tetrahydro-2H-pyran-2-yl)-9H-purine), O1C(OCC1)C=1C=C(C(=NC1)F)B(O)O (5-(1,3-dioxolan-2-yl)-2-fluoropyridin-3-ylboronic acid), C(C)(=O)[O-].[K+] (potassium acetate). The reagents and catalysts are C(C)(C)(C)P(C1=CC=C(C=C1)N(C)C)(C(C)(C)C)[Pd](Cl)(Cl)P(C(C)(C)C)(C(C)(C)C)C1=CC=C(C=C1)N(C)C (bis(di-tert-butyl(4-dimethylaminophenyl)phosphino)dichloropalladium). The solvent is CCO (EtOH). Run at temperature 80 celsius, time 1 hour. Product: O1C(OCC1)C=1C=C(C(=NC1)F)C1=C2N=CN(C2=NC(=N1)C)C1OCCCC1 (6-(5-(1,3-dioxolan-2-yl)-2-fluoropyridin-3-yl)-2-methyl-9-(tetrahydro-2H-pyran-2-yl)-9H-purine). Isolated yield 93.4%. As a reaction SMILES: Cl[C:2]1[N:10]=[C:9]([CH3:11])[N:8]=[C:7]2[C:3]=1[N:4]=[CH:5][N:6]2[CH:12]1[CH2:17][CH2:16][CH2:15][CH2:14][O:13]1.[O:18]1[CH2:22][CH2:21][O:20][CH:19]1[C:23]1[CH:24]=[C:25](B(O)O)[C:26]([F:29])=[N:27][CH:28]=1.C([O-])(=O)C.[K+]>CCO.C(P([Pd](P(C1C=CC(N(C)C)=CC=1)(C(C)(C)C)C(C)(C)C)(Cl)Cl)(C(C)(C)C)C1C=CC(N(C)C)=CC=1)(C)(C)C>[O:18]1[CH2:22][CH2:21][O:20][CH:19]1[C:23]1[CH:24]=[C:25]([C:2]2[N:10]=[C:9]([CH3:11])[N:8]=[C:7]3[C:3]=2[N:4]=[CH:5][N:6]3[CH:12]2[CH2:17][CH2:16][CH2:15][CH2:14][O:13]2)[C:26]([F:29])=[N:27][CH:28]=1 |f:2.3|. Procedure: 6-Chloro-2-methyl-9-(tetrahydro-2H-pyran-2-yl)-9H-purine (3.200 g, 12.66 mmol), 5-(1,3-dioxolan-2-yl)-2-fluoropyridin-3-ylboronic acid (3.165 g, 14.86 mmol), bis(di-tert-butyl(4-dimethylaminophenyl)phosphino)dichloropalladium (514.9 mg, 0.7272 mmol), and potassium acetate (4.180 g, 42.59 mmol) were suspended in EtOH (50 mL) and water (10 mL) and nitrogen was bubbled through the suspension for about 15 seconds. Then, the flask was fitted with a reflux condenser and placed in a preheated oil bath ... The reactants are CC1=C(C=CC=C1)N1C=CC=2C(=NC=3C(=CC=CC3C21)OCC(F)(F)F)Cl (1-(2-Methylphenyl)-4-chloro-6-β,β,β-trifluoroethoxypyrrolo[3,2-c]quinoline), NCCCO (3-amino-1-propanol). Conditions: temperature 180 celsius. Product: CC1=C(C=CC=C1)N1C=CC=2C(=NC=3C(=CC=CC3C21)OCC(F)(F)F)NCCCO (1-(2-methylphenyl)-4-[(3-hydroxypropyl)amino]-6-β,β,β-trifluoroethoxypyrrolo[3,2-c]quinoline). Reaction SMILES: [CH3:1][C:2]1[CH:7]=[CH:6][CH:5]=[CH:4][C:3]=1[N:8]1[C:20]2[C:19]3[CH:18]=[CH:17][CH:16]=[C:15]([O:21][CH2:22][C:23]([F:26])([F:25])[F:24])[C:14]=3[N:13]=[C:12](Cl)[C:11]=2[CH:10]=[CH:9]1.[NH2:28][CH2:29][CH2:30][CH2:31][OH:32]>>[CH3:1][C:2]1[CH:7]=[CH:6][CH:5]=[CH:4][C:3]=1[N:8]1[C:20]2[C:19]3[CH:18]=[CH:17][CH:16]=[C:15]([O:21][CH2:22][C:23]([F:26])([F:25])[F:24])[C:14]=3[N:13]=[C:12]([NH:28][CH2:29][CH2:30][CH2:31][OH:32])[C:11]=2[CH:10]=[CH:9]1. Procedure details: 1-(2-Methylphenyl)-4-chloro-6-β,β,β-trifluoroethoxypyrrolo[3,2-c]quinoline(600 mg, 1.5 mmol), prepared by the procedures of Step 1 and Step 2 in the Example 34, was dissolved in 3-amino-1-propanol(10 ml) in the pressure tube, and the resultant was refluxed at 180° C. for 3 hours. After removing the excess 3-amino-1-propanol by distillation under reduced pressure, the residue was diluted in dichloromethane(20 ml), and washed with water(15 ml) for 3 times. The organic layer was dried over anhydrou... Product: S(N)(=O)(=O)C=1C=C(C=CC1)NC(=O)C=1C=NN2C1N=C(C=C2C(F)F)C2=CC(=C(C=C2)C(F)(F)F)F (7-Difluoromethyl-5-(3-fluoro-4-trifluoromethyl-phenyl)-pyrazolo[1,5-a]pyrimidine-3-carboxylic acid(3-sulfamoyl-phenyl)-amide). As a reaction SMILES: [F:1][CH:2]([F:26])[C:3]1[N:8]2[N:9]=[CH:10][C:11]([C:12]([OH:14])=O)=[C:7]2[N:6]=[C:5]([C:15]2[CH:20]=[CH:19][C:18]([C:21]([F:24])([F:23])[F:22])=[C:17]([F:25])[CH:16]=2)[CH:4]=1.[S:27]([C:31]1[CH:32]=[C:33]([NH2:37])[CH:34]=[CH:35][CH:36]=1)(=[O:30])(=[O:29])[NH2:28]>>[S:27]([C:31]1[CH:32]=[C:33]([NH:37][C:12]([C:11]2[CH:10]=[N:9][N:8]3[C:3]([CH:2]([F:26])[F:1])=[CH:4][C:5]([C:15]4[CH:20]=[CH:19][C:18]([C:21]([F:24])([F:23])[F:22])=[C:17]([F:25])[CH:16]=4)=[N:6][C:7]=23)=[O:14])[CH:34]=[CH:35][CH:36]=1)(=[O:29])(=[O:30])[NH2:28]. Procedure: The title compound was prepared from 7-difluoromethyl-5-(3-fluoro-4-trifluoromethyl-phenyl)-pyrazolo[1,5-a]pyrimidine-3-carboxylic acid (example C.16) and 3-sulfamoyl-phenylamine [commercially available] according to general procedure II. Yellow solid. MS (ISP) 528.0 [(M−H)−]; mp 262° C. The reactants are FC(C1=CC(=NC=2N1N=CC2C(=O)O)C2=CC(=C(C=C2)C(F)(F)F)F)F (7-difluoromethyl-5-(3-fluoro-4-trifluoromethyl-phenyl)-pyrazolo[1,5-a]pyrimidine-3-carboxylic acid), S(N)(=O)(=O)C=1C=C(C=CC1)N (3-sulfamoyl-phenylamine).